From a dataset of the Open Reaction Database (ORD), a public repository of structured organic reaction records. describe an organic reaction: reactants, conditions, products, and yield The reactants are BrCc1ccccc1, O=C([O-])[O-], COc1ccc2c(C)cc(=O)[nH]c2c1, [Cs+], [Cs+], CN(C)C=O, O. Product: COc1ccc2c(C)cc(=O)n(Cc3ccccc3)c2c1. As a reaction SMILES: [Br:15][CH2:16][c:17]1[cH:18][cH:19][cH:20][cH:21][cH:22]1.[C:23](=[O:24])([O-:25])[O-:26].[CH3:1][O:2][c:3]1[cH:4][cH:5][c:6]2[c:7]([CH3:14])[cH:8][c:9](=[O:13])[nH:10][c:11]2[cH:12]1.[Cs+:27].[Cs+:28].[O:29]=[CH:30][N:31]([CH3:32])[CH3:33].[OH2:34]>>[CH3:1][O:2][c:3]1[cH:4][cH:5][c:6]2[c:7]([CH3:14])[cH:8][c:9](=[O:13])[n:10]([CH2:16][c:17]3[cH:18][cH:19][cH:20][cH:21][cH:22]3)[c:11]2[cH:12]1. The reactants are C(C1=CC=CC=C1)OC(=O)N1C[C@H](C[C@H](C1)NC(=O)OC(C)(C)C)C(=O)O (cis (+/−)-1-(benzyloxycarbonyl)-5-(tert-butoxycarbonylamino)piperidine-3-carboxylic acid), CO (methanol), C(CCl)Cl (EDC), CN(C)C1=NC=CC=C1 (dimethylaminopyridine). Run in ClCCl (dichloromethane). Conditions: time 48 hour. Yields the product C(C)(C)(C)OC(=O)N[C@@H]1C[C@@H](CN(C1)C(=O)OCC1=CC=CC=C1)C(=O)OC (cis (+/−)-1-benzyl 3-methyl 5-(tert-butoxycarbonylamino)piperidine-1,3-dicarboxylate). Reaction SMILES: [CH2:1]([O:8][C:9]([N:11]1[CH2:16][C@H:15]([NH:17][C:18]([O:20][C:21]([CH3:24])([CH3:23])[CH3:22])=[O:19])[CH2:14][C@H:13]([C:25]([OH:27])=[O:26])[CH2:12]1)=[O:10])[C:2]1[CH:7]=[CH:6][CH:5]=[CH:4][CH:3]=1.CO.[CH2:30](Cl)CCl.CN(C1C=CC=CN=1)C>ClCCl>[C:21]([O:20][C:18]([NH:17][C@H:15]1[CH2:16][N:11]([C:9]([O:8][CH2:1][C:2]2[CH:3]=[CH:4][CH:5]=[CH:6][CH:7]=2)=[O:10])[CH2:12][C@@H:13]([C:25]([O:27][CH3:30])=[O:26])[CH2:14]1)=[O:19])([CH3:23])([CH3:24])[CH3:22]. Procedure details: To a solution of cis (+/−)-1-(benzyloxycarbonyl)-5-(tert-butoxycarbonylamino)piperidine-3-carboxylic acid (1.0 eq), methanol (20 eq.) and EDC (1.3 eq) in dichloromethane at a concentration of 0.25 M at 0*C was added dimethylaminopyridine (0.1 eq). After stirring for 48 hours as the reaction was allowed to warm to rt the volatiles were removed in vacuo. Upon addition of ethyl actetate and washing with H2O (3×), 1N HCl, NaHCO3(sat.) and brine, the solution was dried over MgSO4, filtered, concentra... Reactants: C(C1=CC=CC=C1)OC1=CC=C(OCCN2CCC(CC2)CC2=CC=C(C=C2)Cl)C=C1 (1-[2-(4-benzyloxyphenoxy)ethyl]-4-(4-chlorobenzyl)piperidine), I[Si](C)(C)C (iodotrimethylsilane), CCOCC (ether), Cl (HCl). Solvent: CO (methanol), C(Cl)(Cl)Cl (chloroform), CO (methanol), CO (methanol). Run at time 30 minute. Yields the product Cl.OC1=CC=C(OCCN2CCC(CC2)C(C2=CC=CC=C2)Cl)C=C1 (1-[2-(4-Hydroxyphenoxy)ethyl]-4-(chlorobenzyl)piperidine hydrochloride). The yield is 52.0%. Reaction SMILES: C([O:8][C:9]1[CH:31]=[CH:30][C:12]([O:13][CH2:14][CH2:15][N:16]2[CH2:21][CH2:20][CH:19]([CH2:22][C:23]3[CH:28]=[CH:27][C:26]([Cl:29])=[CH:25][CH:24]=3)[CH2:18][CH2:17]2)=[CH:11][CH:10]=1)C1C=CC=CC=1.I[Si](C)(C)C.[ClH:37].CCOCC>C(Cl)(Cl)Cl.CO>[ClH:29].[OH:8][C:9]1[CH:31]=[CH:30][C:12]([O:13][CH2:14][CH2:15][N:16]2[CH2:21][CH2:20][CH:19]([CH:22]([Cl:37])[C:23]3[CH:28]=[CH:27][CH:26]=[CH:25][CH:24]=3)[CH2:18][CH2:17]2)=[CH:11][CH:10]=1 |f:6.7|. Procedure details: To a solution of 1-[2-(4-benzyloxyphenoxy)ethyl]-4-(4-chlorobenzyl)piperidine (200 mg, 0.46 mmol) in 5 mL of chloroform was added 330 mg (1.65 mmol) of iodotrimethylsilane. The resulting solution was allowed to stir at rt for 30 min. and then methanol (4 mL) was added and was stirred for 20 min. Evaporation of solvent gave a residue, which was purified by flash chromatography (20% methanol in chloroform) to give an oil. This oil was dissolved into 5 mL of methanol and 1 mL of 1 M HCl in methanol... Starting materials: O=C(Cl)C1CC1, CCc1ccc(NC(=O)c2cccc(C(C)(C)C#N)c2)cc1Oc1ccc2nc(N)sc2n1, c1ccncc1. Yields the product CCc1ccc(NC(=O)c2cccc(C(C)(C)C#N)c2)cc1Oc1ccc2nc(NC(=O)C3CC3)sc2n1. Reaction SMILES: [CH:34]1([C:37](=[O:38])[Cl:39])[CH2:35][CH2:36]1.[NH2:1][c:2]1[s:3][c:4]2[n:5][c:6]([O:11][c:12]3[cH:13][c:14]([NH:20][C:21]([c:22]4[cH:23][c:24]([C:28]([CH3:29])([CH3:30])[C:31]#[N:32])[cH:25][cH:26][cH:27]4)=[O:33])[cH:15][cH:16][c:17]3[CH2:18][CH3:19])[cH:7][cH:8][c:9]2[n:10]1.[cH:40]1[cH:41][cH:42][n:43][cH:44][cH:45]1>>[NH:1]([c:2]1[s:3][c:4]2[n:5][c:6]([O:11][c:12]3[cH:13][c:14]([NH:20][C:21]([c:22]4[cH:23][c:24]([C:28]([CH3:29])([CH3:30])[C:31]#[N:32])[cH:25][cH:26][cH:27]4)=[O:33])[cH:15][cH:16][c:17]3[CH2:18][CH3:19])[cH:7][cH:8][c:9]2[n:10]1)[C:37]([CH:34]1[CH2:35][CH2:36]1)=[O:38]. Reactants: CN(C)CC=1SC=C(N1)CSCCN (2-([2-(dimethylaminomethyl)-4-thiazolyl]methylthio)ethylamine), CN=C=S (methylisothiocyanate). Run in C(C)O (ethanol). Reaction conditions: time 17 hour. The product is CNC(=S)NCCSCC=1N=C(SC1)CN(C)C (N-methyl-N'-2-([2-(dimethylaminomethyl)-4-thiazolyl]methylthio)ethylthiourea). As a reaction SMILES: [CH3:1][N:2]([CH2:4][C:5]1[S:6][CH:7]=[C:8]([CH2:10][S:11][CH2:12][CH2:13][NH2:14])[N:9]=1)[CH3:3].[CH3:15][N:16]=[C:17]=[S:18]>C(O)C>[CH3:15][NH:16][C:17]([NH:14][CH2:13][CH2:12][S:11][CH2:10][C:8]1[N:9]=[C:5]([CH2:4][N:2]([CH3:1])[CH3:3])[S:6][CH:7]=1)=[S:18]. Reported procedure: A solution was prepared containing 0.80 g. of 2-([2-(dimethylaminomethyl)-4-thiazolyl]methylthio)ethylamine and 0.29 g. of methylisothiocyanate in 10 ml. of ethanol. The solution was stirred at room temperature for about 17 hours after which time the solvent was removed by evaporation in vacuo. The residual gum, comprising N-methyl-N'-2-([2-(dimethylaminomethyl)-4-thiazolyl]methylthio)ethylthiourea formed in the above reaction, was purified by chromatography over silica using a gradient elution ...